Dataset: the Open Reaction Database (ORD), a public repository of structured organic reaction records. Task: describe an organic reaction: reactants, conditions, products, and yield Reactants: C(#N)C1=CC(=C(C=C1)N=C=NC1=C(C=CC=C1)Br)O[Si](C)(C)C(C)(C)C (N-(4-cyano-2-t-butyldimethylsilanoxyphenyl)-N′-(2-bromophenyl)carbodiimide), CCCC[N+](CCCC)(CCCC)CCCC.[F-] (TBAF), C(C)(C)N(CC)C(C)C (diisopropylethylamine), Cl.C(C1=CC=CC=C1)OC([C@H]1NCCC1)=O (L-proline benzylester hydro chloride). Solvent: C1CCOC1 (THF), CO (methanol). Product: BrC1=C(C=CC=C1)N1C(N2[C@H](C1=O)CCC2)=NC2=C(C=C(C#N)C=C2)O (4-[[(7aS)-2-(2-bromophenyl)-hexahydro-1-oxo-3H-pyrrolo[1,2-c]imidazol-3-ylidene]amino]-3-hydroxybenzonitrile). Yield: 67.3%. Reaction SMILES: [C:1]([C:3]1[CH:8]=[CH:7][C:6]([N:9]=[C:10]=[N:11][C:12]2[CH:17]=[CH:16][CH:15]=[CH:14][C:13]=2[Br:18])=[C:5]([O:19][Si](C(C)(C)C)(C)C)[CH:4]=1)#[N:2].C(N(C(C)C)CC)(C)C.Cl.C([O:44][C:45](=O)[C@@H:46]1[CH2:50][CH2:49][CH2:48][NH:47]1)C1C=CC=CC=1.CCCC[N+](CCCC)(CCCC)CCCC.[F-]>C1COCC1.CO>[Br:18][C:13]1[CH:14]=[CH:15][CH:16]=[CH:17][C:12]=1[N:11]1[C:45](=[O:44])[C@@H:46]2[CH2:50][CH2:49][CH2:48][N:47]2[C:10]1=[N:9][C:6]1[CH:7]=[CH:8][C:3]([C:1]#[N:2])=[CH:4][C:5]=1[OH:19] |f:2.3,4.5|. Reported procedure: The standard procedure was followed using N-(4-cyano-2-t-butyldimethylsilanoxyphenyl)-N′-(2-bromophenyl)carbodiimide (54 mg, 0.13 mmol), diisopropylethylamine (32 μL, 0.29 mmol), L-proline benzylester hydro chloride (34 mg, 0.14 mmol) and TBAF (0.16 mL, 0.16 mmol) in THF (2 mL) and methanol (0.1 mL) to give 36 mg (67%) of 4-[[(7aS)-2-(2-bromophenyl)-hexahydro-1-oxo-3H-pyrrolo[1,2-c]imidazol-3-ylidene]amino]-3-hydroxybenzonitrile as a tan powder. 1H NMR (400 MHz, MeOD) δ 7.6 (2H, m), 7.35 (3H, m)... Reactants: FC(F)(F)SC1=CC=C(C=C1)[N+](=O)[O-] (p-nitrophenyl trifluoromethyl sulfide). Reagents/catalysts: O=[Pt]=O (Adams catalyst). Solvent: C(C)O (ethanol). Run at time 15 minute. Product: FC(F)(F)SC1=CC=C(C=C1)N (p-aminophenyl trifluoromethyl sulfide). RXN SMILES: [F:1][C:2]([S:5][C:6]1[CH:11]=[CH:10][C:9]([N+:12]([O-])=O)=[CH:8][CH:7]=1)([F:4])[F:3]>C(O)C.O=[Pt]=O>[F:1][C:2]([S:5][C:6]1[CH:11]=[CH:10][C:9]([NH2:12])=[CH:8][CH:7]=1)([F:4])[F:3]. Reported procedure: To p-nitrophenyl trifluoromethyl sulfide (3.0 g) in absolute ethanol (30 ml) is added Adams catalyst (Pt2O, 0.026 g). The mixture is hydrogenated in a Parr vessel at 50 lbs/sq. in. for about 15 min. The reaction is worked up by filtering through Celite and evaporating to yield p-aminophenyl trifluoromethyl sulfide. Reactants: CCc1c(CC(=O)NN)c2cc(C)ccc2n1Cc1ccccc1, CCc1c(CC(=O)OC)c2cc(C)ccc2n1Cc1ccccc1, NN. Product: CCc1c(CC(=O)NN)c2cc(C)ccc2n1Cc1ccccc1, CO. Reaction SMILES: [CH2:1]([CH3:2])[c:3]1[n:4]([CH2:18][c:19]2[cH:20][cH:21][cH:22][cH:23][cH:24]2)[c:5]2[cH:6][cH:7][c:8]([CH3:17])[cH:9][c:10]2[c:11]1[CH2:12][C:13](=[O:14])[NH:15][NH2:16].[CH3:25][O:26][C:27](=[O:28])[CH2:29][c:30]1[c:31]2[c:32]([cH:33][cH:34][c:35]([CH3:36])[cH:37]2)[n:38]([CH2:39][c:40]2[cH:41][cH:42][cH:43][cH:44][cH:45]2)[c:46]1[CH2:47][CH3:48].[NH2:49][NH2:50]>>[CH2:1]([CH3:2])[c:3]1[n:4]([CH2:18][c:19]2[cH:20][cH:21][cH:22][cH:23][cH:24]2)[c:5]2[cH:6][cH:7][c:8]([CH3:17])[cH:9][c:10]2[c:11]1[CH2:12][C:13](=[O:14])[NH:15][NH2:16].[CH3:25][OH:26]. Reactants: [H-].C(C(C)C)[Al+]CC(C)C (diisobutylaluminium hydride), [OH-].[Na+] (NaOH), FC1=C(C#N)C=C(C=C1)NC (2-fluoro-5-methylaminobenzonitrile), Cl (HCl). The solvent is C(C)OCC (diethyl ether), CO (methanol). Reaction conditions: time 19.5 hour. Yields the product FC1=C(C=O)C=C(C=C1)NC (2-fluoro-5-methylaminobenzaldehyde). Yield: 92.5%. As a reaction SMILES: [F:1][C:2]1[CH:9]=[CH:8][C:7]([NH:10][CH3:11])=[CH:6][C:3]=1[C:4]#N.[H-].C([Al+]CC(C)C)C(C)C.Cl.[OH-:23].[Na+]>C(OCC)C.CO>[F:1][C:2]1[CH:9]=[CH:8][C:7]([NH:10][CH3:11])=[CH:6][C:3]=1[CH:4]=[O:23] |f:1.2,4.5|. Procedure: To a solution of 2-fluoro-5-methylaminobenzonitrile (307 mg, 2.04 mmol) in dry diethyl ether (10 ml) stirred at room temperature under nitrogen, was added dropwise by syringe diisobutylaluminium hydride (2.8 ml, 1.0 M in toluene, 2.8 mmol, 1.4 eq) and stirring continued for 19.5 h. The solution was chilled in an ice-bath and methanol (1.0 ml) was added dropwise and the mixture stirred for 1 h before 1.0 M HCl (9 ml) was added and stirring continued for a further 1 h. The reaction mixture was bas... RXN SMILES: [Br-:87].[CH2:88]([Mg+:89])[CH2:90][CH2:91][CH3:92].[CH2:93]1[O:94][CH2:95][CH2:96][CH2:97]1.[CH3:1][O:2][C:3]([c:4]1[cH:5][c:6]([CH2:10][O:11][c:12]2[cH:13][c:14](-[c:18]3[n:19]([CH2:31][c:32]4[c:33]([F:39])[cH:34][c:35]([Cl:38])[cH:36][cH:37]4)[n:20][c:21]4[c:22]([C:27]([F:28])([F:29])[F:30])[cH:23][cH:24][cH:25][c:26]34)[cH:15][cH:16][cH:17]2)[cH:7][cH:8][cH:9]1)=[O:40].[CH3:41][O:42][C:43](=[O:44])[c:45]1[cH:46][cH:47][c:48]([CH2:49][O:50][c:51]2[cH:52][cH:53][c:54](-[c:55]3[n:56]([CH2:57][c:58]4[cH:59][cH:60][cH:61][cH:62][cH:63]4)[n:64][c:65]4[c:66]3[cH:67][cH:68][cH:69][c:70]4[C:71]([F:72])([F:73])[F:74])[cH:75][cH:76]2)[cH:77][cH:78]1.[NH2:79][CH2:80][c:81]1[cH:82][cH:83][cH:84][cH:85][cH:86]1>>[O:2]=[C:3]([c:4]1[cH:5][c:6]([CH2:10][O:11][c:12]2[cH:13][c:14](-[c:18]3[n:19]([CH2:31][c:32]4[c:33]([F:39])[cH:34][c:35]([Cl:38])[cH:36][cH:37]4)[n:20][c:21]4[c:22]([C:27]([F:28])([F:29])[F:30])[cH:23][cH:24][cH:25][c:26]34)[cH:15][cH:16][cH:17]2)[cH:7][cH:8][cH:9]1)[NH:79][CH2:80][c:81]1[cH:82][cH:83][cH:84][cH:85][cH:86]1. Reactants: [Br-], CCCC[Mg+], C1CCOC1, COC(=O)c1cccc(COc2cccc(-c3c4cccc(C(F)(F)F)c4nn3Cc3ccc(Cl)cc3F)c2)c1, COC(=O)c1ccc(COc2ccc(-c3c4cccc(C(F)(F)F)c4nn3Cc3ccccc3)cc2)cc1, NCc1ccccc1. Product: O=C(NCc1ccccc1)c1cccc(COc2cccc(-c3c4cccc(C(F)(F)F)c4nn3Cc3ccc(Cl)cc3F)c2)c1. Reactants: C(C)(C)NC(C)C (diisopropylamine), C(CCC)[Li] (butyllithium), C(CC)(=O)OCC (ethyl propionate), [N+](=O)([O-])C1=C(C=O)C=CC=C1 (2-nitrobenzaldehyde). Solvent: O1CCCC1 (tetrahydrofuran), O1CCCC1 (tetrahydrofuran), O1CCCC1 (tetrahydrofuran), O1CCCC1 (tetrahydrofuran), O (water). Reaction conditions: time 30 minute. Yields the product OC(C#CC(=O)OCC)C1=C(C=CC=C1)[N+](=O)[O-] (ethyl 4-hydroxy-4-(2-nitrophenyl)-2-butynoate). RXN SMILES: C(NC(C)C)(C)C.C([Li])CCC.[C:13]([O:17][CH2:18][CH3:19])(=[O:16])[CH2:14][CH3:15].[N+:20]([C:23]1[CH:30]=[CH:29][CH:28]=[CH:27][C:24]=1[CH:25]=[O:26])([O-:22])=[O:21]>O1CCCC1.O>[OH:26][CH:25]([C:24]1[CH:27]=[CH:28][CH:29]=[CH:30][C:23]=1[N+:20]([O-:22])=[O:21])[C:15]#[C:14][C:13]([O:17][CH2:18][CH3:19])=[O:16]. Procedure: To a solution of diisopropylamine (6.6 ml, 47.1 mmole) in tetrahydrofuran (80 ml) at -78° C. under an argon atmosphere was added 2.5 N butyllithium (17.4 ml, 43.5 mmole), and the mixture was stirred for 30 minutes. To this reaction mixture were next added a solution of ethyl propionate (4.0 ml, 39.5 mmole) in tetrahydrofuran (20 ml) and a solution of 2-nitrobenzaldehyde (4.0 g, 26.5 mmole) in tetrahydrofuran (20 ml) in this sequence, and the resulting mixture was further stirred at -78° C. for 3... RXN SMILES: [CH3:1][O:2][C:3]([C:5]1[CH2:10][C:9](O[Si](C)(C)C)=[C:8](O[Si](C)(C)C)[CH2:7][C:6]=1[C:21]([O:23][CH3:24])=[O:22])=[O:4].[CH3:25][O:26][C:27]1[CH:32]=[CH:31][C:30]([NH2:33])=[CH:29][CH:28]=1.[NH2:34][C:35]1[CH:40]=[CH:39][CH:38]=[CH:37][CH:36]=1.[C:41](O)(=[O:43])C>>[CH3:1][O:2][C:3](=[O:4])[C:5]1[C:6](=[CH:7][C:8]([NH:34][C:35]2[CH:40]=[CH:39][C:38]([O:43][CH3:41])=[CH:37][CH:36]=2)=[C:9]([NH:33][C:30]2[CH:31]=[CH:32][C:27]([O:26][CH3:25])=[CH:28][CH:29]=2)[CH:10]=1)[C:21]([O:23][CH3:24])=[O:22]. Reported procedure: A solution of 4.8 g (12 mmol) 4,5-Bis(trimethylsilyloxy)cyclohexa-1,4-diene 1,2-dicarboxylic acid dimethyl ester (Example 1 a), 2.6 g (24 mmol) p-anisidine and 2.2 ml (24 mmol) aniline in 48 ml of glacial acetic acid is boiled under reflux for 2 hours. The reaction mixture is cooled, the solvent is evaporated and the dark-brown residue is dissolved in ethyl acetate and the solution is washed in succession with 40 ml of 1N HCl 100 ml of saturated NaHCO3 and twice with water, dried with magnesium ... Starting materials: COC(=O)C1=C(CC(=C(C1)O[Si](C)(C)C)O[Si](C)(C)C)C(=O)OC (4,5-Bis(trimethylsilyloxy)cyclohexa-1,4-diene 1,2-dicarboxylic acid dimethyl ester), C(C)(=O)O (acetic acid), COC1=CC=C(C=C1)N (p-anisidine), NC1=CC=CC=C1 (aniline). The product is COC(C=1C(C(=O)OC)=CC(=C(C1)NC1=CC=C(C=C1)OC)NC1=CC=C(C=C1)OC)=O (4,5-bis-(4-methoxyanilino)-phthalic acid dimethyl ester). Starting materials: ClCC(=O)N(C(C(C)=NO)C)C1=C(C=CC=C1C)C (3-(N-chloroacetyl-2,6-dimethylphenylamino)-2-butanone oxime), CN=C=O (methylisocyanate). The reagents and catalysts are C(C)N(CC)CC (triethylamine). Solvent: C(Cl)Cl (methylene chloride). Product: CNC(=O)ON=C(C)C(C)N(C(CCl)=O)C1=C(C=CC=C1C)C (3-(N-chloroacetyl-2,6-dimethylphenylamino)-2-butanone O-methylcarbamyl oxime). Yield: 96.0%. As a reaction SMILES: [Cl:1][CH2:2][C:3]([N:5]([C:12]1[C:17]([CH3:18])=[CH:16][CH:15]=[CH:14][C:13]=1[CH3:19])[CH:6]([CH3:11])[C:7](=[N:9][OH:10])[CH3:8])=[O:4].[CH3:20][N:21]=[C:22]=[O:23]>C(Cl)Cl.C(N(CC)CC)C>[CH3:20][NH:21][C:22]([O:10][N:9]=[C:7]([CH:6]([N:5]([C:12]1[C:13]([CH3:19])=[CH:14][CH:15]=[CH:16][C:17]=1[CH3:18])[C:3](=[O:4])[CH2:2][Cl:1])[CH3:11])[CH3:8])=[O:23]. Reported procedure: 3-(N-chloroacetyl-2,6-dimethylphenylamino)-2-butanone oxime (2.6 g) was dissolved in 75 ml methylene chloride and 5 drops of triethylamine were added. To this mixture was added 2.6 g methylisocyanate and the solution was stirred at room temperature. The solution was refluxed for 5 minutes and solvent was stripped. The oil was crystallized in ethanol-water to yield 3 g tan product. This product is tabulated as Compound No. 17 in Table I. Reactants: [O-]P(=O)([O-])[O-].[K+].[K+].[K+] (potassium phosphate tribasic), ClC1=NN2C(C(=N1)N(CC1=CC=C(C=C1)OC)CC)=NC=C2C#N (2-chloro-4-(ethyl(4-methoxybenzyl)amino)imidazo[2,1-f][1,2,4]triazine-7-carbonitrile), ClC1=NN2C(C(=N1)N(CC1=CC=C(C=C1)OC)CC)=NC=C2C#N (2-chloro-4-(ethyl(4-methoxybenzyl)amino)imidazo[2,1-f][1,2,4]triazine-7-carbonitrile), NC=1C(=C(C=C(C1)C#N)N1C[C@H]([C@@H](CC1)NC(OC)=O)O)Cl (methyl ((3R,4R)-1-(3-amino-2-chloro-5-cyanophenyl)-3-hydroxypiperidin-4-yl)carbamate), P(=O)([O-])([O-])[O-].[K+].[K+].[K+] (Potassium phosphate). Reagents/catalysts: C(C)(=O)[O-].[Pd+] (palladium(I) acetate), CC1(C2=C(C(=CC=C2)P(C3=CC=CC=C3)C4=CC=CC=C4)OC5=C(C=CC=C51)P(C6=CC=CC=C6)C7=CC=CC=C7)C (XANTPHOS), CC(=O)[O-].CC(=O)[O-].[Pd+2] (Pd(OAc)2), CC1(C2=C(C(=CC=C2)P(C3=CC=CC=C3)C4=CC=CC=C4)OC5=C(C=CC=C51)P(C6=CC=CC=C6)C7=CC=CC=C7)C (XANTPHOS). Reaction conditions: temperature 90 celsius, time 16 hour. Yields the product ClC1=C(C=C(C=C1NC1=NN2C(C(=N1)N(CC1=CC=C(C=C1)OC)CC)=NC=C2C#N)C#N)N2C[C@H]([C@@H](CC2)NC(OC)=O)O (methyl ((3R,4R)-1-(2-chloro-5-cyano-3-((7-cyano-4-(ethyl(4-methoxybenzyl)amino)imidazo[2,1-f][1,2,4]triazin-2-yl)amino)phenyl)-3-hydroxypiperidin-4-yl)carbamate). Isolated yield 62.3%. Reaction SMILES: Cl[C:2]1[N:7]=[C:6]([N:8]([CH2:18][CH3:19])[CH2:9][C:10]2[CH:15]=[CH:14][C:13]([O:16][CH3:17])=[CH:12][CH:11]=2)[C:5]2=[N:20][CH:21]=[C:22]([C:23]#[N:24])[N:4]2[N:3]=1.[NH2:25][C:26]1[C:27]([Cl:46])=[C:28]([N:34]2[CH2:39][CH2:38][C@@H:37]([NH:40][C:41](=[O:44])[O:42][CH3:43])[C@H:36]([OH:45])[CH2:35]2)[CH:29]=[C:30]([C:32]#[N:33])[CH:31]=1.P([O-])([O-])([O-])=O.[K+].[K+].[K+]>CC([O-])=O.CC([O-])=O.[Pd+2].C([O-])(=O)C.[Pd+].CC1(C)C2C(=C(P(C3C=CC=CC=3)C3C=CC=CC=3)C=CC=2)OC2C(P(C3C=CC=CC=3)C3C=CC=CC=3)=CC=CC1=2>[Cl:46][C:27]1[C:26]([NH:25][C:2]2[N:7]=[C:6]([N:8]([CH2:18][CH3:19])[CH2:9][C:10]3[CH:15]=[CH:14][C:13]([O:16][CH3:17])=[CH:12][CH:11]=3)[C:5]3=[N:20][CH:21]=[C:22]([C:23]#[N:24])[N:4]3[N:3]=2)=[CH:31][C:30]([C:32]#[N:33])=[CH:29][C:28]=1[N:34]1[CH2:39][CH2:38][C@@H:37]([NH:40][C:41](=[O:44])[O:42][CH3:43])[C@H:36]([OH:45])[CH2:35]1 |f:2.3.4.5,6.7.8,9.10|. Reported procedure: (328F1): A 1 liter round bottom flask was loaded with 2-chloro-4-(ethyl(4-methoxybenzyl)amino)imidazo[2,1-f][1,2,4]triazine-7-carbonitrile (12.05 g, 35.2 mmol, Intermediate 10), methyl ((3R,4R)-1-(3-amino-2-chloro-5-cyanophenyl)-3-hydroxypiperidin-4-yl)carbamate (10.9 g, 28.5 mmol), Pd(OAc)2 (377 mg, 1.679 mmol), XANTPHOS (990 mg, 1.711 mmol) and Potassium phosphate (17.1 g, 81 mmol). The vial was evacuated and back-filled with nitrogen 4 times. Toluene (320 mL) was added and the flask was again... The reactants are P(OC(N(CCO)CCO)(CC)CC)([O-])=O (diethyl-N,N-bis(hydroxyethyl)aminomethyl phosphonate), [OH-].[Na+] (sodium hydroxide). Solvent: O (water). Reaction conditions: temperature 80 celsius. The product is P(OC(N(CCO)CCO)CC)([O-])=O.[Na+] (Monosodium ethyl-N,N-bis(hydroxyethyl)aminomethyl phosphonate). RXN SMILES: [PH:1](=[O:16])([O-:15])[O:2][C:3](CC)([CH2:11][CH3:12])[N:4]([CH2:8][CH2:9][OH:10])[CH2:5][CH2:6][OH:7].[OH-].[Na+:18]>O>[PH:1](=[O:15])([O-:16])[O:2][CH:3]([CH2:11][CH3:12])[N:4]([CH2:5][CH2:6][OH:7])[CH2:8][CH2:9][OH:10].[Na+:18] |f:1.2,4.5|. Procedure: This intermediate was prepared by adding 256 parts of diethyl-N,N-bis(hydroxyethyl)aminomethyl phosphonate to a 14% by weight solution of sodium hydroxide in water in a stirred reactor equipped with a distillation column and heating the mixture slowly to cause distillation of by-product ethanol to begin. The column temperature was maintained at 72°-75° C. and the reactor temperature was maintained at 80° C. until distillation stopped. The pH of the cooled product was 10.1 and the percent solids ...